This data is from the Open Reaction Database (ORD), a public repository of structured organic reaction records. The task is: describe an organic reaction: reactants, conditions, products, and yield Reaction SMILES: [CH3:1][CH:2]([CH2:5][O:6][C:7]([CH3:10])([CH3:9])[CH3:8])[CH:3]=[O:4]>CO>[CH3:1][CH:2]([CH2:5][O:6][C:7]([CH3:10])([CH3:9])[CH3:8])[CH2:3][OH:4]. Procedure: This compound was prepared from 2-methyl-3-tert.-butoxypropanal by the method described in Example 7. Yield: 88%; boiling point 71° C./15 mbar; scent: methanol-like, floral. The yield is 88.0%. The reactants are CC(C=O)COC(C)(C)C (2-methyl-3-tert.-butoxypropanal). Product: CC(CO)COC(C)(C)C (2-Methyl-3-tert.-butoxypropan-1-ol). The solvent is CO (methanol).